Dataset: the Open Reaction Database (ORD), a public repository of structured organic reaction records. Task: describe an organic reaction: reactants, conditions, products, and yield Reactants: OC=1C=CC=2C(C3=CC=C(C=C3OC2C1)O)=O (3,6-dihydroxyxanthone), Cl (HCl), B#B (diborane), O (water). The solvent is C1CCOC1 (THF), C1CCOC1 (THF). Run at time 8 hour. Yields the product C1C2=C(C=C(C=C2)O)OC3=C1C=CC(=C3)O (3,6-Dihydroxyxanthane). Isolated yield 93.2%. Reaction SMILES: [OH:1][C:2]1[CH:3]=[CH:4][C:5]2[C:6](=O)[C:7]3[C:12]([O:13][C:14]=2[CH:15]=1)=[CH:11][C:10]([OH:16])=[CH:9][CH:8]=3.B#B.O.Cl>C1COCC1>[CH2:6]1[C:5]2[CH:4]=[CH:3][C:2]([OH:1])=[CH:15][C:14]=2[O:13][C:12]2[CH:11]=[C:10]([OH:16])[CH:9]=[CH:8][C:7]1=2. Reported procedure: To a suspension of 3,6-dihydroxyxanthone (46 g, 201 mmol.) obtained as in Example 1 in 1.6 L of THF was added over 1 hr 800 ml of borane-tetrahydrofuran complex (1.0M in THF, caution very vigorous raction at beginning). This mixture was stirred overnight under argon at room temperature to give a clear yellow solution. The excess diborane was decomposed by careful addition of water followed by 1N HCl to give a clear yellow solution. The tetrahydrofuran was removed by rotary evaporation and the re...